From a dataset of the Open Reaction Database (ORD), a public repository of structured organic reaction records. describe an organic reaction: reactants, conditions, products, and yield Product: CN1CCC(=CC1)C1=CNC2=CC=C(C=C12)C#N (3-(1-methyl-1,2,3,6-tetrahydropyridin-4-yl)-1H-indole-5-carbonitrile). The solvent is C(C)O (ethanol). RXN SMILES: OS(O)(=O)=O.[CH3:6][N:7]1[CH2:12][CH:11]=[C:10]([C:13]2[C:21]3[C:16](=[CH:17][CH:18]=[C:19]([C:22]([NH2:24])=O)[CH:20]=3)[NH:15][CH:14]=2)[CH2:9][CH2:8]1>C(O)C>[CH3:6][N:7]1[CH2:8][CH:9]=[C:10]([C:13]2[C:21]3[C:16](=[CH:17][CH:18]=[C:19]([C:22]#[N:24])[CH:20]=3)[NH:15][CH:14]=2)[CH2:11][CH2:12]1. Conditions: time 1 hour. The yield is 20.6%. Procedure details: H2SO4 (0.1 mL) was added to a solution of 3-(1-methyl-1,2,3,6-tetrahydropyridin-4-yl)-1H-indole-5-carboxamide (130 mg, 0.41 mmol) in ethanol (4 mL) and the resulting solution was stirred at room temperature for 1 hour. Filtration and subsequent concentration afforded 20 mg (18.6%) of 3-(1-methyl-1,2,3,6-tetrahydropyridin-4-yl)-1H-indole-5-carbonitrile as a white solid. The reactants are OS(=O)(=O)O (H2SO4), CN1CCC(=CC1)C1=CNC2=CC=C(C=C12)C(=O)N (3-(1-methyl-1,2,3,6-tetrahydropyridin-4-yl)-1H-indole-5-carboxamide). Starting materials: [BH4-], CC(C)=Nn1c(C)nc2cnc3ccccc3c21, CO, [Na+]. Product: Cc1nc2cnc3ccccc3c2n1NC(C)C. As a reaction SMILES: [BH4-:19].[C:1]([CH3:2])([CH3:3])=[N:4][n:5]1[c:6]([CH3:18])[n:7][c:8]2[cH:9][n:10][c:11]3[cH:12][cH:13][cH:14][cH:15][c:16]3[c:17]12.[CH3:21][OH:22].[Na+:20]>>[CH:1]([CH3:2])([CH3:3])[NH:4][n:5]1[c:6]([CH3:18])[n:7][c:8]2[cH:9][n:10][c:11]3[cH:12][cH:13][cH:14][cH:15][c:16]3[c:17]12. The reactants are FC1=C(C(=CC=C1)F)N1C(NCC2=C1N=C(N=C2C=2C=C(C(=O)NCC1=CC=CC=C1)C=CC2C)S(=O)(=O)C)=O (3-[8-(2,6-difluorophenyl)-2-(methylsulfonyl)-7-oxo-5,6,7,8-tetrahydropyrimido[4,5-d]pyrimidin-4-yl]-4-methyl-N-(phenylmethyl)benzamide), CN(CCCN)C (N,N-dimethyl-1,3-propanediamine). Run in C1CCOC1 (THF). Product: FC1=C(C(=CC=C1)F)N1C(NCC2=C1N=C(N=C2C=2C=C(C(=O)NCC1=CC=CC=C1)C=CC2C)NCCCN(C)C)=O (3-(8-(2,6-difluorophenyl)-2-{[3-(dimethylamino)propyl]amino}-7-oxo-5,6,7,8-tetrahydropyrimido[4,5-d]pyrimidin-4-yl)-4-methyl-N-(phenylmethyl)benzamide). Reaction SMILES: [F:1][C:2]1[CH:7]=[CH:6][CH:5]=[C:4]([F:8])[C:3]=1[N:9]1[C:14]2[N:15]=[C:16](S(C)(=O)=O)[N:17]=[C:18]([C:19]3[CH:20]=[C:21]([CH:32]=[CH:33][C:34]=3[CH3:35])[C:22]([NH:24][CH2:25][C:26]3[CH:31]=[CH:30][CH:29]=[CH:28][CH:27]=3)=[O:23])[C:13]=2[CH2:12][NH:11][C:10]1=[O:40].[CH3:41][N:42]([CH3:47])[CH2:43][CH2:44][CH2:45][NH2:46]>C1COCC1>[F:1][C:2]1[CH:7]=[CH:6][CH:5]=[C:4]([F:8])[C:3]=1[N:9]1[C:14]2[N:15]=[C:16]([NH:46][CH2:45][CH2:44][CH2:43][N:42]([CH3:47])[CH3:41])[N:17]=[C:18]([C:19]3[CH:20]=[C:21]([CH:32]=[CH:33][C:34]=3[CH3:35])[C:22]([NH:24][CH2:25][C:26]3[CH:31]=[CH:30][CH:29]=[CH:28][CH:27]=3)=[O:23])[C:13]=2[CH2:12][NH:11][C:10]1=[O:40]. Procedure details: 3-[8-(2,6-difluorophenyl)-2-(methylsulfonyl)-7-oxo-5,6,7,8-tetrahydropyrimido[4,5-d]pyrimidin-4-yl]-4-methyl-N-(phenylmethyl)benzamide (0.056 g, 0.1 mmol) was dissolved in THF (5 mL) and N,N-dimethyl-1,3-propanediamine (0.035 g, 0.3 mmol) was added. The reaction was carried out and worked up as in Example 148 to give the title compound as a white amorphous solid. mp 141-144° C. LC-MS m/z 586 (M+H)+, 1.52 min (ret time). As a reaction SMILES: [C:1]([CH3:2])(=[O:3])[c:4]1[cH:5][cH:6][c:7]2[c:8]([s:9][cH:10][cH:11]2)[cH:12]1.[CH3:29][c:30]1[cH:31][cH:32][cH:33][cH:34][cH:35]1.[OH2:28].[OH:24][CH2:25][CH2:26][OH:27].[c:13]1([CH3:14])[cH:15][cH:16][c:17]([S:18]([OH:19])(=[O:20])=[O:21])[cH:22][cH:23]1>>[C:1]1([CH3:2])([c:4]2[cH:5][cH:6][c:7]3[c:8]([s:9][cH:10][cH:11]3)[cH:12]2)[O:3][CH2:26][CH2:25][O:24]1. Yields the product CC1(c2ccc3ccsc3c2)OCCO1. Reactants: CC(=O)c1ccc2ccsc2c1, Cc1ccccc1, O, OCCO, Cc1ccc(S(=O)(=O)O)cc1.